This data is from the Open Reaction Database (ORD), a public repository of structured organic reaction records. The task is: describe an organic reaction: reactants, conditions, products, and yield Starting materials: C(#N)C1=C(C=CC=C1)N1N=C(C=C1C=1OC=CC1)C(F)(F)F (1-(2-cyanophenyl)-5-furyl-3-trifluoromethylpyrazole), FC(C(CC(=O)C=1OC=CC1)=O)(F)F (4,4,4-trifluoro-1-(2-furyl)-1,3-butanedione), O.NN (hydrazine monohydrate). Run in C(C)O (ethanol). Product: O1C(=CC=C1)C1CC(NN1)(O)C(F)(F)F (5-furyl-3-trifluoromethyl-3-hydroxypyrazoline). Reaction SMILES: C(C1C=CC=CC=1[N:9]1[C:13]([C:14]2[O:15][CH:16]=[CH:17][CH:18]=2)=[CH:12][C:11]([C:19]([F:22])([F:21])[F:20])=[N:10]1)#N.FC(F)(F)C(=O)CC(C1OC=CC=1)=[O:28].O.NN>C(O)C>[O:15]1[CH:16]=[CH:17][CH:18]=[C:14]1[CH:13]1[NH:9][NH:10][C:11]([C:19]([F:22])([F:21])[F:20])([OH:28])[CH2:12]1 |f:2.3|. Procedure: Part B: 1-(2-cyanophenyl)-5-furyl-3-trifluoromethylpyrazole: To a solution of 4,4,4-trifluoro-1-(2-furyl)-1,3-butanedione (2.06 g, 10 mmol) in ethanol (mL) was added hydrazine monohydrate (0.46 g, 10 mmol). The resulting mixture was refluxed for 16 hours and dried under vacuum to give 5-furyl-3-trifluoromethyl-3-hydroxypyrazoline in almost quantitative yield. 1H NMR (CDCl3) δ7.48 (d, J=1.9 Hz, 1H), 6.63 (d, J=3.7 Hz, 1H), 6.47 (dd, J=3.7 Hz, J=1.9 Hz, 1H), 6.16 (s, 1H), 3.48 (d, J=17.9 Hz, 1H), ... Starting materials: COC1=CC=C(C=C1)C1=NC(=NC1=O)C (4-(4-methoxyphenyl)-2-methyl-imidazol-5-one), P(=O)(Cl)(Cl)Cl (phosphorous oxychloride). Product: ClC1=C(N=C(N1)C)C1=CC=C(C=C1)OC (5-chloro-4-(4-methoxyphenyl)-2-methylimidazole). Reaction SMILES: [CH3:1][O:2][C:3]1[CH:8]=[CH:7][C:6]([C:9]2[C:13](=O)[N:12]=[C:11]([CH3:15])[N:10]=2)=[CH:5][CH:4]=1.P(Cl)(Cl)([Cl:18])=O>>[Cl:18][C:13]1[NH:12][C:11]([CH3:15])=[N:10][C:9]=1[C:6]1[CH:7]=[CH:8][C:3]([O:2][CH3:1])=[CH:4][CH:5]=1. Reported procedure: A stirred solution of 10.0 grams (0.049 mole) of 4-(4-methoxyphenyl)-2-methyl-imidazol-5-one in 50 mL of phosphorous oxychloride is heated at reflux for about three hours. After this time, the reaction mixture is concentrated under reduced pressure, yielding 5-chloro-4-(4-methoxyphenyl)-2-methylimidazole. Starting materials: OC1=CC=C(C=C1)C1C(CN(CC1)C(=O)OCC1=CC=CC=C1)OCC=1C=CC2=C(N(CCO2)CCCOC)C1 (benzyl 4-(4-hydroxyphenyl)-3-[4-(3-methoxypropyl)-3,4-dihydro-2H-benzo[1,4]oxazin-6-ylmethoxy]piperidine-1-carboxylate), IC(C)C (2-iodopropane). Yields the product C(C)(C)OC1=CC=C(C=C1)C1C(CN(CC1)C(=O)OCC1=CC=CC=C1)OCC=1C=CC2=C(N(CCO2)CCCOC)C1 (Benzyl 4-(4-isopropoxyphenyl)-3-[4-(3-methoxypropyl)-3,4-dihydro-2H-benzo[1,4]oxazin-6-ylmethoxy]piperidine-1-carboxylate). As a reaction SMILES: [OH:1][C:2]1[CH:7]=[CH:6][C:5]([CH:8]2[CH2:13][CH2:12][N:11]([C:14]([O:16][CH2:17][C:18]3[CH:23]=[CH:22][CH:21]=[CH:20][CH:19]=3)=[O:15])[CH2:10][CH:9]2[O:24][CH2:25][C:26]2[CH:27]=[CH:28][C:29]3[O:34][CH2:33][CH2:32][N:31]([CH2:35][CH2:36][CH2:37][O:38][CH3:39])[C:30]=3[CH:40]=2)=[CH:4][CH:3]=1.I[CH:42]([CH3:44])[CH3:43]>>[CH:42]([O:1][C:2]1[CH:7]=[CH:6][C:5]([CH:8]2[CH2:13][CH2:12][N:11]([C:14]([O:16][CH2:17][C:18]3[CH:19]=[CH:20][CH:21]=[CH:22][CH:23]=3)=[O:15])[CH2:10][CH:9]2[O:24][CH2:25][C:26]2[CH:27]=[CH:28][C:29]3[O:34][CH2:33][CH2:32][N:31]([CH2:35][CH2:36][CH2:37][O:38][CH3:39])[C:30]=3[CH:40]=2)=[CH:4][CH:3]=1)([CH3:44])[CH3:43]. Reported procedure: Analogously to Method F, 0.05 g of benzyl 4-(4-hydroxyphenyl)-3-[4-(3-methoxypropyl)-3,4-dihydro-2H-benzo[1,4]oxazin-6-ylmethoxy]piperidine-1-carboxylate and 0.0316 g of 2-iodopropane are reacted at 50° C. The title compound is obtained as an orange oil. Rf=0.34 (1:1 EtOAc-heptane). Rt=5.78. Starting materials: N1N=C(N=C1)C#N (1H-1,2,4-triazole-3-carbonitrile), O1CCCC=C1 (3,4-dihydro-2H-pyran), C1(=CC=C(C=C1)S(=O)(=O)O)C (p-toluenesulfonic acid), C([O-])(O)=O.[Na+] (sodium bicarbonate). Run in ClCCCl (DCE). Run at time 15 minute. Yields the product O1C(CCCC1)N1N=C(N=C1)C#N (1-(oxan-2-yl)-1,2,4-triazole-3-carbonitrile). As a reaction SMILES: [NH:1]1[CH:5]=[N:4][C:3]([C:6]#[N:7])=[N:2]1.[O:8]1[CH:13]=[CH:12][CH2:11][CH2:10][CH2:9]1.C1(C)C=CC(S(O)(=O)=O)=CC=1.C(=O)(O)[O-].[Na+]>ClCCCl>[O:8]1[CH2:13][CH2:12][CH2:11][CH2:10][CH:9]1[N:1]1[CH:5]=[N:4][C:3]([C:6]#[N:7])=[N:2]1 |f:3.4|. Procedure details: To a solution of 1H-1,2,4-triazole-3-carbonitrile (1.00 g, 10.63 mmol) in DCE (10 mL) was added 3,4-dihydro-2H-pyran (1.94 ml, 21.26 mmol) and p-toluenesulfonic acid (183 mg, 1.06 mmol). The resulting mixture was stirred at room temperature under nitrogen for 15 minutes. Saturated aqueous sodium bicarbonate solution (25 mL) was added and the product extracted into DCM (25 mL×3). The combined organics were washed with brine (10 mL), dried (Na2SO4) and concentrated in vacuo. The crude product was ... Reactants: acid chloride, C(CCCCCCCCCCCCCCCCCCCCCCCCCCCCC)(=O)O (1-triacontanoic acid), ester, CO (methanol), C(C)O (ethanol). Conditions: time 0.75 hour. Product: C(C)OC(CCCCCCCCCCCCCCCCCCCCCCCCCCCCC)=O (ethyl-1-triacontanoate). Reaction SMILES: [C:1]([OH:32])(=[O:31])[CH2:2][CH2:3][CH2:4][CH2:5][CH2:6][CH2:7][CH2:8][CH2:9][CH2:10][CH2:11][CH2:12][CH2:13][CH2:14][CH2:15][CH2:16][CH2:17][CH2:18][CH2:19][CH2:20][CH2:21][CH2:22][CH2:23][CH2:24][CH2:25][CH2:26][CH2:27][CH2:28][CH2:29][CH3:30].CO.[CH2:35](O)[CH3:36]>>[CH2:35]([O:31][C:1](=[O:32])[CH2:2][CH2:3][CH2:4][CH2:5][CH2:6][CH2:7][CH2:8][CH2:9][CH2:10][CH2:11][CH2:12][CH2:13][CH2:14][CH2:15][CH2:16][CH2:17][CH2:18][CH2:19][CH2:20][CH2:21][CH2:22][CH2:23][CH2:24][CH2:25][CH2:26][CH2:27][CH2:28][CH2:29][CH3:30])[CH3:36]. Procedure: The acid chloride of 1-triacontanoic acid is converted to the ester by adding methanol or ethanol and stirring for 1/2 to 1 hour. The alcohol was evaporated on a rotary evaporator leaving ethyl-1-triacontanoate. The ester is then reacted in a pressure vessel under about 250 atmospheres of hydrogen in the presence of a powdered copper chromite catalyst for about 12 hours at 250° C. to produce 1-triacontanol. One part of catalyst is present for every 5 to 10 parts of ester. Starting materials: CS(C)=O, C[S+](C)C, O=CCCc1ccccc1, [H-], [I-], [Na+], C1CCOC1. The product is c1ccc(CCC2CO2)cc1. RXN SMILES: [CH3:23][S:24](=[O:25])[CH3:26].[CH3:4][S+:5]([CH3:6])[CH3:7].[CH:8]([CH2:9][CH2:10][c:11]1[cH:12][cH:13][cH:14][cH:15][cH:16]1)=[O:17].[H-:1].[I-:3].[Na+:2].[O:18]1[CH2:19][CH2:20][CH2:21][CH2:22]1>>[CH2:4]1[CH:8]([CH2:9][CH2:10][c:11]2[cH:12][cH:13][cH:14][cH:15][cH:16]2)[O:17]1. Reactants: C(#N)[C@H]1N(CCC1)C(CNC(=O)C1CCN(CC1)C(=O)OC(C)(C)C)=O ((S)-tert-butyl 4-(2-(2-cyanopyrrolidine-1-yl)-2-oxoethylcarbamoyl)piperidine-1-carboxylate), O.CC1=CC=C(C=C1)S(=O)(=O)O (4-methylbenzenesulfonic acid hydrate). Reaction conditions: time 24 hour. Product: C(#N)[C@H]1N(CCC1)C(CNC(=O)C1CCNCC1)=O ((S)—N-(2-(2-cyanopyrrolidine-1-yl)-2-oxoethyl)piperidine-4-carboxamide). The solvent is C(C)#N (Acetonitrile). Procedure: To a solution of (S)-tert-butyl 4-(2-(2-cyanopyrrolidine-1-yl)-2-oxoethylcarbamoyl)piperidine-1-carboxylate (0.100 g, 0.274 mmol) in 2 ml Acetonitrile was 4-methylbenzenesulfonic acid hydrate (0.073 g, 0.384 mmol) added and the mixture was stirred for 24 h. After evaporation of the volatiles, the sample was purified by preparative HPLC to yield an reddish oil. RXN SMILES: [C:1]([C@@H:3]1[CH2:7][CH2:6][CH2:5][N:4]1[C:8](=[O:26])[CH2:9][NH:10][C:11]([CH:13]1[CH2:18][CH2:17][N:16](C(OC(C)(C)C)=O)[CH2:15][CH2:14]1)=[O:12])#[N:2].O.CC1C=CC(S(O)(=O)=O)=CC=1>C(#N)C>[C:1]([C@@H:3]1[CH2:7][CH2:6][CH2:5][N:4]1[C:8](=[O:26])[CH2:9][NH:10][C:11]([CH:13]1[CH2:14][CH2:15][NH:16][CH2:17][CH2:18]1)=[O:12])#[N:2] |f:1.2|. The reactants are CC(C)CN(Cc1cnc2ccccc2c1)C1CCN(C(=O)OC(C)(C)C)CC1, COc1ccccc1, ClCCl, O=C(O)C(F)(F)F. The product is CC(C)CN(Cc1cnc2ccccc2c1)C1CCNCC1. Reaction SMILES: [C:1]([O:2][C:3](=[O:4])[N:8]1[CH2:9][CH2:10][CH:11]([N:14]([CH2:15][c:16]2[cH:17][n:18][c:19]3[cH:20][cH:21][cH:22][cH:23][c:24]3[cH:25]2)[CH2:26][CH:27]([CH3:28])[CH3:29])[CH2:12][CH2:13]1)([CH3:5])([CH3:6])[CH3:7].[CH3:30][O:31][c:32]1[cH:33][cH:34][cH:35][cH:36][cH:37]1.[Cl:45][CH2:46][Cl:47].[OH:38][C:39]([C:40]([F:41])([F:42])[F:43])=[O:44]>>[NH:8]1[CH2:9][CH2:10][CH:11]([N:14]([CH2:15][c:16]2[cH:17][n:18][c:19]3[cH:20][cH:21][cH:22][cH:23][c:24]3[cH:25]2)[CH2:26][CH:27]([CH3:28])[CH3:29])[CH2:12][CH2:13]1. Reactants: ClC1=C(C=C(C=C1)O)C (4-chloro-3-methylphenol), C(=O)([O-])[O-].[K+].[K+] (K2CO3), BrCCOC (1-bromo-2-methoxyethane). Solvent: O (water), CCOCC (ether), CN(C)C=O (DMF). Reaction conditions: time 2 hour. Product: ClC1=C(C=C(C=C1)OCCOC)C (1-Chloro-4-(2-methoxyethoxy)-2-methylbenzene). As a reaction SMILES: [Cl:1][C:2]1[CH:7]=[CH:6][C:5]([OH:8])=[CH:4][C:3]=1[CH3:9].C([O-])([O-])=O.[K+].[K+].Br[CH2:17][CH2:18][O:19][CH3:20]>CN(C=O)C.O.CCOCC>[Cl:1][C:2]1[CH:7]=[CH:6][C:5]([O:8][CH2:17][CH2:18][O:19][CH3:20])=[CH:4][C:3]=1[CH3:9] |f:1.2.3|. Procedure: To a stirred solution of 4-chloro-3-methylphenol (1 eq.) in DMF (0.7 M) was added K2CO3 (1.2 eq.). The mixture was stirred at 50° C. for 5 min before 1-bromo-2-methoxyethane (1.5 eq.) was added. After 2 h at 70° C., the reaction mixture was cooled down to RT and then diluted with water and ether. The organic phase was separated and washed sequentially with 2 N aq. NaOH, water and brine. The organic extract was dried over Na2SO4, filtered and the filtrate concentrated in vacuo to afford the title...